Dataset: the Open Reaction Database (ORD), a public repository of structured organic reaction records. Task: describe an organic reaction: reactants, conditions, products, and yield Reactants: BrC1=CC=C(C=C2C(OC(OC2=O)(C)C)=O)C=C1 (5-(4-bromobenzylidene)-2,2-dimethyl-1,3-dioxane-4,6-dione), dimethylsufoxonium-methylide, [H-].[Na+] (sodium hydride), [I-].C[S+](=O)(C)C (trimethylsulfoxonium iodide), ice water, C(C)(=O)OCC (ethyl acetate). Conditions: time 20 minute. The product is BrC1=CC=C(C=C1)C1CC12C(OC(OC2=O)(C)C)=O (1-(4-Bromophenyl)-6,6-dimethyl-5,7-dioxaspiro[2.5]octane-4,8-dione). Isolated yield 43.3%. Reported procedure: To a cooled solution of 5-(4-bromobenzylidene)-2,2-dimethyl-1,3-dioxane-4,6-dione (1.48 g) in DMF (20 mL) at 0-5° C. was added by dropwise addition a prepared solution of the dimethylsufoxonium-methylide from sodium hydride (60% in oil) (0.209 g), trimethylsulfoxonium iodide (1.152 g) in DMF (20 mL) at room temperature. Upon completion of addition the mixture was stirred at this temperature for a further 20 min. The mixture was then carefully poured onto a stirred mixture of ice/water and ethyl ... As a reaction SMILES: [Br:1][C:2]1[CH:18]=[CH:17][C:5]([CH:6]=[C:7]2[C:12](=[O:13])[O:11][C:10]([CH3:15])([CH3:14])[O:9][C:8]2=[O:16])=[CH:4][CH:3]=1.[H-].[Na+].[I-].[CH3:22][S+](C)(C)=O.C(OCC)(=O)C>CN(C=O)C>[Br:1][C:2]1[CH:3]=[CH:4][C:5]([CH:6]2[C:7]3([C:8](=[O:16])[O:9][C:10]([CH3:15])([CH3:14])[O:11][C:12]3=[O:13])[CH2:22]2)=[CH:17][CH:18]=1 |f:1.2,3.4|. Run in CN(C)C=O (DMF), CN(C)C=O (DMF). Reactants: C1(CCCCC1)C(C(=O)OCC1=CC=CC=C1)N1CCC(CC1)(CCN1[C@H]2CC(C[C@@H]1CC2)N2C(=NC1=C2C=CC=C1)C)C1=CC(=CC=C1)F (benzyl cyclohexyl(4-(3-fluorophenyl)-4-{2-[(1R,5S)-3-(2-methyl-1H-benzimidazol-1-yl)-8-azabicyclo[3.2.1]oct-8-yl]ethyl}piperidin-1-yl)acetate), [H][H] (hydrogen). Reagents/catalysts: [Pd] (Pd/C). Run in CO (MeOH). Yields the product C1(CCCCC1)C(C(=O)O)N1CCC(CC1)(CCN1[C@H]2CC(C[C@@H]1CC2)N2C(=NC1=C2C=CC=C1)C)C1=CC(=CC=C1)F (cyclohexyl(4-(3-fluorophenyl)-4-{2-[(1R,5S)-3-(2-methyl-1H-benzimidazol-1-yl)-8-azabicyclo[3.2.1]oct-8-yl]ethyl}piperidin-1-yl)acetic acid). Yield: 85.2%. RXN SMILES: [CH:1]1([CH:7]([N:18]2[CH2:23][CH2:22][C:21]([C:44]3[CH:49]=[CH:48][CH:47]=[C:46]([F:50])[CH:45]=3)([CH2:24][CH2:25][N:26]3[C@H:31]4[CH2:32][CH2:33][C@@H:27]3[CH2:28][CH:29]([N:34]3[C:38]5[CH:39]=[CH:40][CH:41]=[CH:42][C:37]=5[N:36]=[C:35]3[CH3:43])[CH2:30]4)[CH2:20][CH2:19]2)[C:8]([O:10]CC2C=CC=CC=2)=[O:9])[CH2:6][CH2:5][CH2:4][CH2:3][CH2:2]1.[H][H]>CO.[Pd]>[CH:1]1([CH:7]([N:18]2[CH2:23][CH2:22][C:21]([C:44]3[CH:49]=[CH:48][CH:47]=[C:46]([F:50])[CH:45]=3)([CH2:24][CH2:25][N:26]3[C@H:27]4[CH2:33][CH2:32][C@@H:31]3[CH2:30][CH:29]([N:34]3[C:38]5[CH:39]=[CH:40][CH:41]=[CH:42][C:37]=5[N:36]=[C:35]3[CH3:43])[CH2:28]4)[CH2:20][CH2:19]2)[C:8]([OH:10])=[O:9])[CH2:2][CH2:3][CH2:4][CH2:5][CH2:6]1. Procedure: A solution of benzyl cyclohexyl(4-(3-fluorophenyl)-4-{2-[(1R,5S)-3-(2-methyl-1H-benzimidazol-1-yl)-8-azabicyclo[3.2.1]oct-8-yl]ethyl}piperidin-1-yl)acetate (23.8 mg, 0.035 mmol) in 3 mL MeOH was stirred for 3 h under an atmospheric pressure of hydrogen and in the presence of catalytic 5% Pd/C. Filtration and evaporation afforded cyclohexyl(4-(3-fluorophenyl)-4-{2-[(1R,5S)-3-(2-methyl-1H-benzimidazol-1-yl)-8-azabicyclo[3.2.1]oct-8-yl]ethyl}piperidin-1-yl)acetic acid (17.5 mg, 85%). ESI-MS 585 (M−...